Dataset: the Open Reaction Database (ORD), a public repository of structured organic reaction records. Task: describe an organic reaction: reactants, conditions, products, and yield The reactants are C1CCOC1, CC1(C)OCC(CON)O1, Cn1c(Nc2ccc(I)cc2Cl)c(C(=O)Oc2ccccc2)c(=O)n(C)c1=O. Product: Cn1c(Nc2ccc(I)cc2Cl)c(C(=O)NOCC2COC(C)(C)O2)c(=O)n(C)c1=O. RXN SMILES: [CH2:39]1[O:40][CH2:41][CH2:42][CH2:43]1.[CH3:29][C:30]1([CH3:38])[O:31][CH2:32][CH:33]([CH2:35][O:36][NH2:37])[O:34]1.[Cl:1][c:2]1[c:3]([NH:9][c:10]2[c:11]([C:20](=[O:21])[O:22][c:23]3[cH:24][cH:25][cH:26][cH:27][cH:28]3)[c:12](=[O:19])[n:13]([CH3:18])[c:14](=[O:17])[n:15]2[CH3:16])[cH:4][cH:5][c:6]([I:8])[cH:7]1>>[Cl:1][c:2]1[c:3]([NH:9][c:10]2[c:11]([C:20](=[O:21])[NH:37][O:36][CH2:35][CH:33]3[CH2:32][O:31][C:30]([CH3:29])([CH3:38])[O:34]3)[c:12](=[O:19])[n:13]([CH3:18])[c:14](=[O:17])[n:15]2[CH3:16])[cH:4][cH:5][c:6]([I:8])[cH:7]1.